From a dataset of the Open Reaction Database (ORD), a public repository of structured organic reaction records. describe an organic reaction: reactants, conditions, products, and yield The reactants are CCOCC, CCOC(C)=O, Cl, O=C(C1COc2ccccc2O1)N1CCCC(c2cccc(O)c2)C1. Product: Cl, Oc1cccc(C2CCCN(CC3COc4ccccc4O3)C2)c1. RXN SMILES: [CH3:27][CH2:28][O:29][CH2:30][CH3:31].[CH3:32][CH2:33][O:34][C:35]([CH3:36])=[O:37].[ClH:26].[O:1]1[CH:2]([C:11](=[O:12])[N:13]2[CH2:14][CH:15]([c:19]3[cH:20][c:21]([OH:25])[cH:22][cH:23][cH:24]3)[CH2:16][CH2:17][CH2:18]2)[CH2:3][O:4][c:5]2[c:6]1[cH:7][cH:8][cH:9][cH:10]2>>[ClH:26].[O:1]1[CH:2]([CH2:11][N:13]2[CH2:14][CH:15]([c:19]3[cH:20][c:21]([OH:25])[cH:22][cH:23][cH:24]3)[CH2:16][CH2:17][CH2:18]2)[CH2:3][O:4][c:5]2[c:6]1[cH:7][cH:8][cH:9][cH:10]2. Starting materials: O=C([O-])[O-], [Cs+], [Cs+], O=[N+]([O-])c1cc(F)c(F)c(F)c1, CN(C)C=O, Oc1ccc(Cl)cc1. Yields the product O=[N+]([O-])c1cc(F)c(Oc2ccc(Cl)cc2)c(F)c1. Reaction SMILES: [C:21](=[O:22])([O-:23])[O-:24].[Cs+:25].[Cs+:26].[F:1][c:2]1[cH:3][c:4]([N+:10](=[O:11])[O-:12])[cH:5][c:6]([F:9])[c:7]1[F:8].[O:27]=[CH:28][N:29]([CH3:30])[CH3:31].[OH:13][c:14]1[cH:15][cH:16][c:17]([Cl:18])[cH:19][cH:20]1>>[F:1][c:2]1[cH:3][c:4]([N+:10](=[O:11])[O-:12])[cH:5][c:6]([F:9])[c:7]1[O:13][c:14]1[cH:15][cH:16][c:17]([Cl:18])[cH:19][cH:20]1. The reactants are CCN=C=NCCCN(C)C, CCOC(=O)C1CCOc2cc(Oc3ccc(C(=O)O)cc3)c(Cl)cc21, Cl, NCCc1ccc2c(c1)OCO2, CN(C)C=O, On1nnc2cccnc21. Yields the product CCOC(=O)C1CCOc2cc(Oc3ccc(C(=O)NCCc4ccc5c(c4)OCO5)cc3)c(Cl)cc21. RXN SMILES: [CH3:40][N:41]([CH3:42])[CH2:43][CH2:44][CH2:45][N:46]=[C:47]=[N:48][CH2:49][CH3:50].[Cl:13][c:14]1[cH:15][c:16]2[c:21]([cH:22][c:23]1[O:24][c:25]1[cH:26][cH:27][c:28]([C:29](=[O:30])[OH:31])[cH:32][cH:33]1)[O:20][CH2:19][CH2:18][CH:17]2[C:34](=[O:35])[O:36][CH2:37][CH3:38].[ClH:39].[O:1]1[CH2:2][O:3][c:4]2[c:5]1[cH:6][cH:7][c:8]([CH2:10][CH2:11][NH2:12])[cH:9]2.[O:61]=[CH:62][N:63]([CH3:64])[CH3:65].[OH:51][n:52]1[c:53]2[n:54][cH:55][cH:56][cH:57][c:58]2[n:59][n:60]1>>[O:1]1[CH2:2][O:3][c:4]2[c:5]1[cH:6][cH:7][c:8]([CH2:10][CH2:11][NH:12][C:29]([c:28]1[cH:27][cH:26][c:25]([O:24][c:23]3[c:14]([Cl:13])[cH:15][c:16]4[c:21]([cH:22]3)[O:20][CH2:19][CH2:18][CH:17]4[C:34](=[O:35])[O:36][CH2:37][CH3:38])[cH:33][cH:32]1)=[O:30])[cH:9]2.